Dataset: the Open Reaction Database (ORD), a public repository of structured organic reaction records. Task: describe an organic reaction: reactants, conditions, products, and yield Reactants: CC1=CC=2OC(CC(C2C(O1)=O)=O)C(C)C (2,3-dihydro-7-methyl-2-(1-methylethyl)- 4H, 5H-pyrano[4,3-b]pyran-4,5-dione), O (water), [OH-].[Na+] (sodium hydroxide), Cl (hydrochloric acid). Run in C(C)(C)(C)OC (methyl t-butyl ether). Run at time 4 hour. Product: OC1=C(C(OC(=C1)C)=O)C(C=CC(C)C)=O (4-hydroxy-6-methyl-3-(4-methyl-2-pentenoyl)-2-pyrone). Isolated yield 43.4%. As a reaction SMILES: [CH3:1][C:2]1[O:11][C:10](=[O:12])[C:9]2[C:8](=[O:13])[CH2:7][CH:6]([CH:14]([CH3:16])[CH3:15])[O:5][C:4]=2[CH:3]=1.O.[OH-].[Na+].Cl>C(OC)(C)(C)C>[OH:5][C:4]1[CH:3]=[C:2]([CH3:1])[O:11][C:10](=[O:12])[C:9]=1[C:8](=[O:13])[CH:7]=[CH:6][CH:14]([CH3:15])[CH3:16] |f:2.3|. Procedure details: To a mixture of 189 mg of 2,3-dihydro-7-methyl-2-(1-methylethyl)- 4H, 5H-pyrano[4,3-b]pyran-4,5-dione, 4mloftoluene and 4 ml of water, 0.20 g of sodium hydroxide was added and stirred. After 4 hours, methyl t-butyl ether and 3% hydrochloric acid were added to the reaction mixture. The separated organic layer was washed with saturated brine once, dried over anhydrous magnesium sulfate and concentrated under reduced pressure to give 82 mg of 4-hydroxy-6-methyl-3-(4-methyl-2-pentenoyl)-2-pyrone.